From a dataset of the Open Reaction Database (ORD), a public repository of structured organic reaction records. describe an organic reaction: reactants, conditions, products, and yield Reactants: CNC(=O)C1=C(C=CC=C1OC)N, C1=C(C(=CN=C1Cl)C(F)(F)F)I. Reagents/catalysts: C(=O)([O-])[O-].[Cs+].[Cs+], CC1(C2=C(C(=CC=C2)P(C3=CC=CC=C3)C4=CC=CC=C4)OC5=C1C=CC=C5P(C6=CC=CC=C6)C7=CC=CC=C7)C, CC(=O)O.CC(=O)O.[Pd]. The solvent is C1COCCO1. Reaction conditions: temperature 90 celsius. Product: CNC(=O)C1=C(C=CC=C1OC)NC2=CC(=NC=C2C(F)(F)F)Cl. Isolated yield 63.8%. Procedure details: 2-chloro-4-iodo-5-(trifluoromethyl)pyridine (790 mg, 2.57 mmol), 2-amino-6-methoxy-N-methylbenzamide (477 mg, 2.65 mmol), diacetoxypalladium (46.2 mg, 0.21 mmol), (9,9-dimethyl-9H-xanthene-4,5-diyl)bis(diphenylphosphine) (238 mg, 0.41 mmol) and cesium carbonate (1005 mg, 3.08 mmol) were mixed together in dioxane (15 mL). Reaction was degassed with argon and was stirred at 90 °C overnight under argon.  Reaction was filtered, washed with CH2Cl2 and filtrate was concentrated to dryness. The crude p...